The task is: describe an organic reaction: reactants, conditions, products, and yield. This data is from the Open Reaction Database (ORD), a public repository of structured organic reaction records. Procedure: (S)-2-Amino-3-(4-fluoro-phenyl)-1-morpholin-4-yl-propan-1-one hydrochloride (0.48 mmol) and 5-fluoro-1H-indole-2-carboxylic acid (0.48 mmol) were coupled according to Procedure A (0-25° C. reaction temperature, 48 hour reaction time, washed with acid first then base) and the product purified by chromatography on silica gel eluted with 20, 30, 40, 50 and 75% ethyl acetate in hexanes. Yield 189 mg, 95%; HPLC (60/40) 4.76 minutes (97%); PBMS 414 (MH+, 100%); RXN SMILES: Cl.[NH2:2][C@@H:3]([CH2:12][C:13]1[CH:18]=[CH:17][C:16]([F:19])=[CH:15][CH:14]=1)[C:4]([N:6]1[CH2:11][CH2:10][O:9][CH2:8][CH2:7]1)=[O:5].[F:20][C:21]1[CH:22]=[C:23]2[C:27](=[CH:28][CH:29]=1)[NH:26][C:25]([C:30](O)=[O:31])=[CH:24]2>>[F:19][C:16]1[CH:17]=[CH:18][C:13]([CH2:12][C@H:3]([NH:2][C:30]([C:25]2[NH:26][C:27]3[C:23]([CH:24]=2)=[CH:22][C:21]([F:20])=[CH:29][CH:28]=3)=[O:31])[C:4]([N:6]2[CH2:11][CH2:10][O:9][CH2:8][CH2:7]2)=[O:5])=[CH:14][CH:15]=1 |f:0.1|. Yields the product FC1=CC=C(C[C@@H](C(=O)N2CCOCC2)NC(=O)C=2NC3=CC=C(C=C3C2)F)C=C1 (5-Fluoro-1H-indole-2-carboxylic acid [(1S)-(4-fluoro-benzyl)-2-morpholin-4-yl-2-oxo-ethyl]-amide). Starting materials: Cl.N[C@H](C(=O)N1CCOCC1)CC1=CC=C(C=C1)F ((S)-2-Amino-3-(4-fluoro-phenyl)-1-morpholin-4-yl-propan-1-one hydrochloride), FC=1C=C2C=C(NC2=CC1)C(=O)O (5-fluoro-1H-indole-2-carboxylic acid).